This data is from the Open Reaction Database (ORD), a public repository of structured organic reaction records. The task is: describe an organic reaction: reactants, conditions, products, and yield Reactants: [Br-], CC[Mg+], COc1ccc(C=O)c(Oc2ccnc3cc(OC)c(OC)cc23)c1, C1CCOC1, O. Reaction SMILES: [Br-:26].[CH2:27]([CH3:28])[Mg+:29].[CH3:1][O:2][c:3]1[cH:4][c:5]2[c:6]([O:15][c:16]3[c:17]([CH:18]=[O:19])[cH:20][cH:21][c:22]([O:24][CH3:25])[cH:23]3)[cH:7][cH:8][n:9][c:10]2[cH:11][c:12]1[O:13][CH3:14].[O:31]1[CH2:32][CH2:33][CH2:34][CH2:35]1.[OH2:30]>>[CH3:1][O:2][c:3]1[cH:4][c:5]2[c:6]([O:15][c:16]3[c:17]([CH:18]([OH:19])[CH2:27][CH3:28])[cH:20][cH:21][c:22]([O:24][CH3:25])[cH:23]3)[cH:7][cH:8][n:9][c:10]2[cH:11][c:12]1[O:13][CH3:14]. Product: CCC(O)c1ccc(OC)cc1Oc1ccnc2cc(OC)c(OC)cc12. The reactants are ClCCCCBr, [K+], [K+], O=[N+]([O-])c1ccc(O)cc1, O=C([O-])[O-], CN(C)C=O, O. The product is O=[N+]([O-])c1ccc(OCCCCCl)cc1. Reaction SMILES: [Br:11][CH2:12][CH2:13][CH2:14][CH2:15][Cl:16].[K+:17].[K+:18].[N+:1](=[O:2])([O-:3])[c:4]1[cH:5][cH:6][c:7]([OH:10])[cH:8][cH:9]1.[O-:19][C:20]([O-:21])=[O:22].[O:23]=[CH:24][N:25]([CH3:26])[CH3:27].[OH2:28]>>[N+:1](=[O:2])([O-:3])[c:4]1[cH:5][cH:6][c:7]([O:10][CH2:12][CH2:13][CH2:14][CH2:15][Cl:16])[cH:8][cH:9]1.